From a dataset of the Open Reaction Database (ORD), a public repository of structured organic reaction records. describe an organic reaction: reactants, conditions, products, and yield Starting materials: IC=1C=C(C[C@H](N)C(=O)O)C=C(C1O)I (3,5-diiodo-L-tyrosine), HClO4, C(=O)(O)[O-].[Na+] (NaHCO3). The solvent is C(C)(=O)OC(C)(C)C (tert-butyl acetate). Product: IC=1C=C(C[C@H](N)C(=O)OC(C)(C)C)C=C(C1O)I (tert-butyl 3,5-diiodo-L-tyrosinate). The yield is 148.7%. As a reaction SMILES: [I:1][C:2]1[CH:3]=[C:4]([CH:11]=[C:12]([I:15])[C:13]=1[OH:14])[CH2:5][C@@H:6]([C:8]([OH:10])=[O:9])[NH2:7].C([O-])(O)=O.[Na+]>C(OC(C)(C)C)(=O)C>[I:1][C:2]1[CH:3]=[C:4]([CH:11]=[C:12]([I:15])[C:13]=1[OH:14])[CH2:5][C@@H:6]([C:8]([O:10][C:4]([CH3:11])([CH3:5])[CH3:3])=[O:9])[NH2:7] |f:1.2|. Reported procedure: A solution of 5.0 g of 3,5-diiodo-L-tyrosine and 0.95 mL of 70% aqueous HClO4 in 155 mL of tert-butyl acetate was stirred at RT under nitrogen for 4 days. The solution was neutralized by addition of 150 mL of 5% aqueous NaHCO3 and the mixture was subjected to rotary evaporation to remove tert-butyl acetate. An off-white precipitate resulted which was collected by filtration and dried in vacuo. The crude product was subjected to flash chromatography on silica gel (97:3 CH2Cl2 :MeOH) to afford 4.2...